Task: describe an organic reaction: reactants, conditions, products, and yield. Dataset: the Open Reaction Database (ORD), a public repository of structured organic reaction records The reactants are BrC1=CN=C2N1N=C(C=C2)F (3-bromo-6-fluoroimidazo[1,2-b]pyridazine), NCCCN1C(CCC1)=O (1-(3-aminopropyl)pyrrolidin-2-one), BrC1=CN=C2N1N=C(C=C2)NCCCN(C2=CC=CC=C2)C (N1-(3-bromoimidazo[1,2-b]pyridazin-6-yl)-N3-methyl-N3-phenylpropane-1,3-diamine). Product: BrC1=CN=C2N1N=C(C=C2)NCCCC2C(NCC2)=O (3-((3-bromoimidazo[1,2-b]pyridazin-6-ylamino)-propyl)-pyrrolidin-2-one). Isolated yield 68.0%. RXN SMILES: BrC1N2N=C(F)C=CC2=NC=1.NCCC[N:16]1[CH2:20][CH2:19][CH2:18][C:17]1=[O:21].[Br:22][C:23]1[N:27]2[N:28]=[C:29]([NH:32][CH2:33][CH2:34][CH2:35]N(C)C3C=CC=CC=3)[CH:30]=[CH:31][C:26]2=[N:25][CH:24]=1>>[Br:22][C:23]1[N:27]2[N:28]=[C:29]([NH:32][CH2:33][CH2:34][CH2:35][CH:18]3[CH2:19][CH2:20][NH:16][C:17]3=[O:21])[CH:30]=[CH:31][C:26]2=[N:25][CH:24]=1. Procedure details: The 3-bromo-6-fluoroimidazo[1,2-b]pyridazine was alkylated with 1-(3-aminopropyl)pyrrolidin-2-one, under same reaction condition as used in the synthesis of N1-(3-bromoimidazo[1,2-b]pyridazin-6-yl)-N3-methyl-N3-phenylpropane-1,3-diamine example 5.6.29 to obtain 68% product. The reactants are COc1cc(Sc2ccccc2CO)ccc1Cl, O, O=S(Cl)Cl, c1ccncc1. Yields the product COc1cc(Sc2ccccc2CCl)ccc1Cl. Reaction SMILES: [Cl:5][c:6]1[c:7]([O:21][CH3:22])[cH:8][c:9]([S:12][c:13]2[c:14]([CH2:15][OH:16])[cH:17][cH:18][cH:19][cH:20]2)[cH:10][cH:11]1.[OH2:29].[S:1]([Cl:2])([Cl:3])=[O:4].[cH:23]1[cH:24][cH:25][n:26][cH:27][cH:28]1>>[Cl:3][CH2:15][c:14]1[c:13]([S:12][c:9]2[cH:8][c:7]([O:21][CH3:22])[c:6]([Cl:5])[cH:11][cH:10]2)[cH:20][cH:19][cH:18][cH:17]1. The reactants are ClC1=NC=CC(=N1)Cl (2,4-dichloropyrimidine), N1CCCCCC1 (azepane), O (Water). Run in C(C)N(CC)CC (triethylamine), O1CCCC1 (tetrahydrofuran). Run at time 1 hour. The product is ClC1=NC=CC(=N1)N1CCCCCC1 (1-(2-chloropyrimidin-4-yl)azepane). The yield is 20.4%. As a reaction SMILES: [Cl:1][C:2]1[N:7]=[C:6](Cl)[CH:5]=[CH:4][N:3]=1.[NH:9]1[CH2:15][CH2:14][CH2:13][CH2:12][CH2:11][CH2:10]1.O>C(N(CC)CC)C.O1CCCC1>[Cl:1][C:2]1[N:7]=[C:6]([N:9]2[CH2:15][CH2:14][CH2:13][CH2:12][CH2:11][CH2:10]2)[CH:5]=[CH:4][N:3]=1. Procedure details: To a solution of 2,4-dichloropyrimidine (25 g) in triethylamine (47 mL) and tetrahydrofuran (300 mL) was added azepane (17 g) at 0° C. After returning to room temperature, the solution was stirred for 1 hour. Water was added to thereto and the solution was extracted with ethyl acetate. The organic layer was washed with brine, dried over anhydrous sodium sulfate and concentrated. The obtained residue was purified by column chromatography on silica gel (ethyl acetate:hexane=1:5→1:2) to give the ti... Reactants: 2-Dimethylamino-4-tremthylstannylthiazole, BrC=1SC=C(N1)Br (2,4-Dibromothiazole), CN(C)C=O (DMF), O (water). The product is CN(C=1SC=C(N1)Br)C (2-dimethylamino-4-bromothiazole). Isolated yield 89.0%. As a reaction SMILES: Br[C:2]1[S:3][CH:4]=[C:5]([Br:7])[N:6]=1.O.[CH3:9][N:10](C=O)[CH3:11]>>[CH3:9][N:10]([CH3:11])[C:2]1[S:3][CH:4]=[C:5]([Br:7])[N:6]=1. Reported procedure: Synthesis of 2-Dimethylamino-4-tremthylstannylthiazole 386 as illustrated in FIG. 53. 2,4-Dibromothiazole (358; 1.0 equiv) was dissolved in DMF (0.1 M) and heated at 150–160° C. for 8 h, upon which completion of the reaction was indicated by TLC. The mixture was poured into water and extracted with ether (2×). Drying (MgSO4) and evaporation of the solvents gave 2-dimethylamino-4-bromothiazole 385, which was isolated after flash column chromatography (silica gel, 5% EtOAc in hexanes) in 89% yield...